This data is from the Open Reaction Database (ORD), a public repository of structured organic reaction records. The task is: describe an organic reaction: reactants, conditions, products, and yield Reactants: C(O)([O-])=O.[Na+] (sodium hydrogen carbonate), COC=1C=C2C(=CC=NC2=CC1OC)OC1=CC=C(C=C1)N (6,7-Dimethoxy-4-(4-aminophenoxy)quinoline), FC=1C=C(N)C=C(C1)F (3,5-Difluoroaniline), ClC(Cl)(OC(OC(Cl)(Cl)Cl)=O)Cl (triphosgene). The solvent is C1(=CC=CC=C1)C (toluene), C(C)N(CC)CC (triethylamine). The product is FC=1C=C(C=C(C1)F)NC(=O)NC1=CC=C(C=C1)OC1=CC=NC2=CC(=C(C=C12)OC)OC (N-(3,5-Difluorophenyl)-N'-{4-[(6,7-dimethoxy-4-quinolyl)oxy]phenyl}urea). The yield is 64.3%. Reaction SMILES: [CH3:1][O:2][C:3]1[CH:4]=[C:5]2[C:10](=[CH:11][C:12]=1[O:13][CH3:14])[N:9]=[CH:8][CH:7]=[C:6]2[O:15][C:16]1[CH:21]=[CH:20][C:19]([NH2:22])=[CH:18][CH:17]=1.ClC(Cl)(O[C:27](=[O:33])OC(Cl)(Cl)Cl)Cl.[F:35][C:36]1[CH:37]=[C:38]([CH:40]=[C:41]([F:43])[CH:42]=1)[NH2:39].C(=O)([O-])O.[Na+]>C1(C)C=CC=CC=1.C(N(CC)CC)C>[F:35][C:36]1[CH:37]=[C:38]([NH:39][C:27]([NH:22][C:19]2[CH:18]=[CH:17][C:16]([O:15][C:6]3[C:5]4[C:10](=[CH:11][C:12]([O:13][CH3:14])=[C:3]([O:2][CH3:1])[CH:4]=4)[N:9]=[CH:8][CH:7]=3)=[CH:21][CH:20]=2)=[O:33])[CH:40]=[C:41]([F:43])[CH:42]=1 |f:3.4|. Reported procedure: 6,7-Dimethoxy-4-(4-aminophenoxy)quinoline (50 mg) was dissolved in toluene (5 ml) with heat, after the addition of triethylamine (1 ml), triphosgene (55 mg) was added, and the admixture was refluxed with heat for 3 minutes. 3,5-Difluoroaniline (66 mg) was added to the reaction mixture, and the admixture was refluxed with heat for 20 minutes. After the addition of aqueous sodium hydrogen carbonate, the reaction mixture was extracted 2 times with ethyl acetate, and the organic layer was then washe... Starting materials: [Br-], CN1CCCC1=O, CCN(C(C)C)C(C)C, CN1CCc2c(sc3ncn(CCCl)c(=O)c23)C1, Cc1ccc2onc(N3CCNCC3)c2c1, [Na+]. Yields the product Cc1ccc2onc(N3CCN(CCn4cnc5sc6c(c5c4=O)CCN(C)C6)CC3)c2c1. RXN SMILES: [Br-:45].[CH3:46][N:47]1[CH2:48][CH2:49][CH2:50][C:51]1=[O:52].[CH:35]([N:36]([CH:37]([CH3:38])[CH3:39])[CH2:40][CH3:41])([CH3:42])[CH3:43].[Cl:1][CH2:2][CH2:3][n:4]1[cH:5][n:6][c:7]2[c:8]([c:9]1=[O:10])[c:11]1[c:12]([s:13]2)[CH2:14][N:15]([CH3:18])[CH2:16][CH2:17]1.[N:19]1([c:25]2[n:26][o:27][c:28]3[c:29]2[cH:30][c:31]([CH3:34])[cH:32][cH:33]3)[CH2:20][CH2:21][NH:22][CH2:23][CH2:24]1.[Na+:44]>>[CH2:2]([CH2:3][n:4]1[cH:5][n:6][c:7]2[c:8]([c:9]1=[O:10])[c:11]1[c:12]([s:13]2)[CH2:14][N:15]([CH3:18])[CH2:16][CH2:17]1)[N:22]1[CH2:21][CH2:20][N:19]([c:25]2[n:26][o:27][c:28]3[c:29]2[cH:30][c:31]([CH3:34])[cH:32][cH:33]3)[CH2:24][CH2:23]1.